This data is from the Open Reaction Database (ORD), a public repository of structured organic reaction records. The task is: describe an organic reaction: reactants, conditions, products, and yield Reactants: C1=CC=CC=2OCC3=C(C(C21)CC(=O)OCC)C=CC=C3 (ethyl 6,11-dihydrodibenz[b,e]-oxepin-11-yl-acetate), CCOCC (ether), [H-].[Al+3].[Li+].[H-].[H-].[H-] (lithium aluminum hydride), [Cl-].[Na+] (sodium chloride). RXN SMILES: [CH:1]1[C:11]2[CH:10]([CH2:12][C:13](OCC)=O)[C:9]3[CH:18]=[CH:19][CH:20]=[CH:21][C:8]=3[CH2:7][O:6][C:5]=2[CH:4]=[CH:3][CH:2]=1.[H-].[Al+3].[Li+].[H-].[H-].[H-].[Cl-].[Na+].CC[O:32]CC>>[CH:1]1[C:11]2[CH:10]([CH:12]([OH:32])[CH3:13])[C:9]3[CH:18]=[CH:19][CH:20]=[CH:21][C:8]=3[CH2:7][O:6][C:5]=2[CH:4]=[CH:3][CH:2]=1 |f:1.2.3.4.5.6,7.8|. Run at time 2 hour. The product is C1=CC=CC=2OCC3=C(C(C21)C(C)O)C=CC=C3 (6,11-Dihydrodibenz[b,e]oxepin-11-yl-ethanol). Procedure: 27 g. (0.096 mol) ethyl 6,11-dihydrodibenz[b,e]-oxepin-11-yl-acetate were added dropwise, with cooling, to a suspension of 3.8 g. (0.1 mol) lithium aluminum hydride in 300 ml. ether. The reaction mixture was subsequently stirred for 2 hours at ambient temperature, decomposed by the addition of a saturated aqueous solution of sodium chloride and the precipitated hydroxides were filtered off with suction and the filtrate was evaporated. The residue consisted of practically pure 6,11-dihydrodibenz[... Starting materials: COC1=C(CN(S(=O)(=O)C2=C(C=C(C(=C2)F)O[C@@H]2[C@H](CCCC2)C=2C=NN(C2)C2OCCCC2)F)C2=NC=NC=C2)C=CC(=C1)OC (N-(2,4-dimethoxybenzyl)-2,5-difluoro-(N-pyrimidin-4-yl)-4-({(1S*,2R*)-2-[1-(tetrahydro-2H-pyran-2-yl)-1H-pyrazol-4-yl]cyclohexyl}oxy)benzenesulfonamide), ClCCl (dichloromethane), C(C)[SiH](CC)CC (triethylsilane), FC(C(=O)O)(F)F (trifluoroacetic acid). Run in CO (methanol). Product: FC1=C(C=C(C(=C1)O[C@@H]1[C@H](CCCC1)C=1C=NNC1)F)S(=O)(=O)NC1=NC=NC=C1 (2,5-Difluoro-4-{[(1S*,2R*)-2-(1H-pyrazol-4-yl)cyclohexyl]oxy}-N-(pyrimidin-4-yl)benzenesulfonamide). The yield is 125.3%. Reaction SMILES: COC1C=C(OC)C=CC=1C[N:6]([C:36]1[CH:41]=[CH:40][N:39]=[CH:38][N:37]=1)[S:7]([C:10]1[CH:15]=[C:14]([F:16])[C:13]([O:17][C@H:18]2[CH2:23][CH2:22][CH2:21][CH2:20][C@@H:19]2[C:24]2[CH:25]=[N:26][N:27](C3CCCCO3)[CH:28]=2)=[CH:12][C:11]=1[F:35])(=[O:9])=[O:8].C([SiH](CC)CC)C.FC(F)(F)C(O)=O.ClCCl>CO>[F:35][C:11]1[CH:12]=[C:13]([O:17][C@H:18]2[CH2:23][CH2:22][CH2:21][CH2:20][C@@H:19]2[C:24]2[CH:25]=[N:26][NH:27][CH:28]=2)[C:14]([F:16])=[CH:15][C:10]=1[S:7]([NH:6][C:36]1[CH:41]=[CH:40][N:39]=[CH:38][N:37]=1)(=[O:8])=[O:9]. Procedure details: The reaction and aftertreatment were conducted in the same manner as in Example 22c by using the N-(2,4-dimethoxybenzyl)-2,5-difluoro-(N-pyrimidin-4-yl)-4-({(1S*,2R*)-2-[1-(tetrahydro-2H-pyran-2-yl)-1H-pyrazol-4-yl]cyclohexyl}oxy)benzenesulfonamide (302 mg, 0.451 mmol) prepared in Example 33c, triethylsilane (0.40 mL), trifluoroacetic acid (4.0 mL), dichloromethane (4.0 mL) and methanol (4.0 mL), to yield the title compound (246 mg, 55%) as a colorless solid. The reactants are CCOC(=O)C1(c2cc(Cl)c(-c3ccc(C(F)(F)F)cc3)c(OCC(F)(F)F)c2)CCC1, C1CCOC1, CO, [Li+], [OH-], O. Yields the product O=C(O)C1(c2cc(Cl)c(-c3ccc(C(F)(F)F)cc3)c(OCC(F)(F)F)c2)CCC1. As a reaction SMILES: [CH2:1]([CH3:2])[O:3][C:4](=[O:5])[C:6]1([c:10]2[cH:11][c:12]([Cl:32])[c:13](-[c:22]3[cH:23][cH:24][c:25]([C:28]([F:29])([F:30])[F:31])[cH:26][cH:27]3)[c:14]([O:16][CH2:17][C:18]([F:19])([F:20])[F:21])[cH:15]2)[CH2:7][CH2:8][CH2:9]1.[CH2:37]1[O:38][CH2:39][CH2:40][CH2:41]1.[CH3:35][OH:36].[Li+:34].[OH-:33].[OH2:42]>>[O:3]=[C:4]([OH:5])[C:6]1([c:10]2[cH:11][c:12]([Cl:32])[c:13](-[c:22]3[cH:23][cH:24][c:25]([C:28]([F:29])([F:30])[F:31])[cH:26][cH:27]3)[c:14]([O:16][CH2:17][C:18]([F:19])([F:20])[F:21])[cH:15]2)[CH2:7][CH2:8][CH2:9]1. The reactants are BrC=1SC2=C(N1)C=C(C(=C2C2=CC=C(C=C2)Cl)[C@@H](C(=O)OCC)OC(C)(C)C)C ((S)-ethyl 2-(2-bromo-7-(4-chlorophenyl)-5-methylbenzo[d]thiazol-6-yl)-2-tert-butoxyacetate), C1(NC=CC2=CC=NC=C12)=O (2,7-naphthyridin-1(2H)-one), CN[C@H]1[C@@H](CCCC1)NC (trans-N1,N2-dimethylcyclohexane-1,2-diamine), C(=O)([O-])[O-].[K+].[K+] (K2CO3). Reagents/catalysts: [Cu]I (CuI). Solvent: CN(C)C=O (DMF), CCOC(=O)C (EtOAc). Reaction conditions: temperature 110 celsius. Product: C(C)(C)(C)O[C@H](C(=O)OCC)C1=C(C2=C(N=C(S2)N2C(C3=CN=CC=C3C=C2)=O)C=C1C)C1=CC=C(C=C1)Cl ((S)-ethyl 2-tert-butoxy-2-(7-(4-chlorophenyl)-5-methyl-2-(1-oxo-2,7-naphthyridin-2(1H)-yl)benzo[d]thiazol-6-yl)acetate). As a reaction SMILES: Br[C:2]1[S:3][C:4]2[C:10]([C:11]3[CH:16]=[CH:15][C:14]([Cl:17])=[CH:13][CH:12]=3)=[C:9]([C@H:18]([O:24][C:25]([CH3:28])([CH3:27])[CH3:26])[C:19]([O:21][CH2:22][CH3:23])=[O:20])[C:8]([CH3:29])=[CH:7][C:5]=2[N:6]=1.[C:30]1(=[O:40])[C:39]2[C:34](=[CH:35][CH:36]=[N:37][CH:38]=2)[CH:33]=[CH:32][NH:31]1.CN[C@@H]1CCCC[C@H]1NC.C([O-])([O-])=O.[K+].[K+]>CN(C=O)C.CCOC(C)=O.[Cu]I>[C:25]([O:24][C@@H:18]([C:9]1[C:8]([CH3:29])=[CH:7][C:5]2[N:6]=[C:2]([N:31]3[CH:32]=[CH:33][C:34]4[C:39](=[CH:38][N:37]=[CH:36][CH:35]=4)[C:30]3=[O:40])[S:3][C:4]=2[C:10]=1[C:11]1[CH:16]=[CH:15][C:14]([Cl:17])=[CH:13][CH:12]=1)[C:19]([O:21][CH2:22][CH3:23])=[O:20])([CH3:28])([CH3:27])[CH3:26] |f:3.4.5|. Reported procedure: To a solution of (S)-ethyl 2-(2-bromo-7-(4-chlorophenyl)-5-methylbenzo[d]thiazol-6-yl)-2-tert-butoxyacetate (36.7 mg, 0.076 mmol) and 2,7-naphthyridin-1(2H)-one (14.0 mg, 0.092 mmol) in DMF (0.9 mL) was added CuI (9.0 mg, 0.046 mmol) and trans-N1,N2-dimethylcyclohexane-1,2-diamine (15 μL, 0.092 mmol) and K2CO3 (21.0 mg, 0.152 mmol). The reaction was heated at 110° C. for 2 h. After cooling, the reaction mixture was diluted with EtOAc, extracted with H2O, brine, dried over Na2SO4, filtered and co... Starting materials: C1(=CC=CC=C1)S(=O)(=O)Cl (Benzene sulphonyl chloride), FC1=C(C=CC(=C1)F)CCN1CCNCC1 (1-[2-(2,4-difluorophenyl)ethyl]piperazine), C([O-])([O-])=O.[K+].[K+] (potassium carbonate). The solvent is CC#N (MeCN). Conditions: time 2 hour. The product is FC1=C(C=CC(=C1)F)CCN1CCN(CC1)S(=O)(=O)C1=CC=CC=C1 (1-[2-(2,4-Difluorophenyl)ethyl]-4-phenylsulphonylpiperazine). The yield is 23.0%. RXN SMILES: [C:1]1([S:7](Cl)(=[O:9])=[O:8])[CH:6]=[CH:5][CH:4]=[CH:3][CH:2]=1.[F:11][C:12]1[CH:17]=[C:16]([F:18])[CH:15]=[CH:14][C:13]=1[CH2:19][CH2:20][N:21]1[CH2:26][CH2:25][NH:24][CH2:23][CH2:22]1.C(=O)([O-])[O-].[K+].[K+]>CC#N>[F:11][C:12]1[CH:17]=[C:16]([F:18])[CH:15]=[CH:14][C:13]=1[CH2:19][CH2:20][N:21]1[CH2:22][CH2:23][N:24]([S:7]([C:1]2[CH:6]=[CH:5][CH:4]=[CH:3][CH:2]=2)(=[O:9])=[O:8])[CH2:25][CH2:26]1 |f:2.3.4|. Procedure: Benzene sulphonyl chloride (0.15 g), the foregoing amine (0.193 g) and potassium carbonate (0.118 g) were heated together in MeCN (10 ml). Reaction was monitored by mass spectroscopy, and was completed after 2 h. The reaction mixture was cooled to room temperature, quenched with water and extracted into ethyl acetate. The organic extracts were combined, washed with water, dried (MgSO4) and concentrated to give a dark orange solid. This solid was purified by dry flash chromatography using SiO2, C...